describe an organic reaction: reactants, conditions, products, and yield From a dataset of the Open Reaction Database (ORD), a public repository of structured organic reaction records. The reactants are [BH4-], C1CCOC1, O=C(CCl)c1cc(OCc2ccccc2)cc2[nH]c(=O)ccc12, CC(=O)O, [Cl-], [Li+], [Na+], [Na+], [OH-]. Product: O=c1ccc2c(C3CO3)cc(OCc3ccccc3)cc2[nH]1. RXN SMILES: [BH4-:1].[CH2:30]1[O:31][CH2:32][CH2:33][CH2:34]1.[CH2:3]([c:4]1[cH:5][cH:6][cH:7][cH:8][cH:9]1)[O:10][c:11]1[cH:12][c:13]([C:22]([CH2:23][Cl:24])=[O:25])[c:14]2[cH:15][cH:16][c:17](=[O:21])[nH:18][c:19]2[cH:20]1.[CH3:35][C:36](=[O:37])[OH:38].[Cl-:29].[Li+:2].[Na+:27].[Na+:28].[OH-:26]>>[CH2:3]([c:4]1[cH:5][cH:6][cH:7][cH:8][cH:9]1)[O:10][c:11]1[cH:12][c:13]([CH:22]2[CH2:23][O:25]2)[c:14]2[cH:15][cH:16][c:17](=[O:21])[nH:18][c:19]2[cH:20]1. Reactants: C1(CCCC1)C1(C(C2=C(C(=C(C=C2C1)NCC#N)Cl)Cl)=O)C ([(2-Cyclopentyl-6,7-dichloro-2,3-dihydro-2-methyl-1-oxo-1H-inden-5-yl)amino]acetonitrile), [Cl-].[NH4+] (Ammonium chloride). Reaction conditions: time 1 hour. Product: Cl.C1(CCCC1)C1(C(C2=C(C(=C(C=C2C1)NCC(N)=N)Cl)Cl)=O)C ([(2-Cyclopentyl-6,7-dichloro-2,3-dihydro-2-methyl-1-oxo-1H-inden-5-yl)amino]ethanimidamide hydrochloride). As a reaction SMILES: [CH:1]1([C:6]2([CH3:22])[CH2:14][C:13]3[C:8](=[C:9]([Cl:20])[C:10]([Cl:19])=[C:11]([NH:15][CH2:16][C:17]#[N:18])[CH:12]=3)[C:7]2=[O:21])[CH2:5][CH2:4][CH2:3][CH2:2]1.[Cl-].[NH4+:24]>>[ClH:19].[CH:1]1([C:6]2([CH3:22])[CH2:14][C:13]3[C:8](=[C:9]([Cl:20])[C:10]([Cl:19])=[C:11]([NH:15][CH2:16][C:17](=[NH:24])[NH2:18])[CH:12]=3)[C:7]2=[O:21])[CH2:2][CH2:3][CH2:4][CH2:5]1 |f:1.2,3.4|. Reported procedure: Sodium metal (0.1 g, 4 mg-atom) was added to methanol (50 ml) to form a solution of sodium methoxide. To this solution was added [(2-cyclopentyl-6,7-dichloro-2,3-dihydro-2-methyl-1-oxo-1H-inden-5-yl)amino]acetonitrile (3.37 g, 10 mmole; see Example 3), and the mixture was stirred for one hour at room temperature. Ammonium chloride (0.6 g, 11 mmole) was added and the mixture was stirred for 16 hours. The mixture was concentrated to dryness in vacuo, and the resultant residue was triturated with b... The reactants are NS(=O)(=O)CCCCl, CCC(=C(c1ccccc1)c1ccc(C=CC(=O)O)cc1)c1ccccc1. The product is CCC(=C(c1ccccc1)c1ccc(C=CC(=O)NS(=O)(=O)CCCCl)cc1)c1ccccc1. As a reaction SMILES: [Cl:28][CH2:29][CH2:30][CH2:31][S:32](=[O:33])(=[O:34])[NH2:35].[c:1]1([C:7](=[C:8]([CH2:9][CH3:10])[c:11]2[cH:12][cH:13][cH:14][cH:15][cH:16]2)[c:17]2[cH:18][cH:19][c:20]([CH:23]=[CH:24][C:25](=[O:26])[OH:27])[cH:21][cH:22]2)[cH:2][cH:3][cH:4][cH:5][cH:6]1>>[c:1]1([C:7](=[C:8]([CH2:9][CH3:10])[c:11]2[cH:12][cH:13][cH:14][cH:15][cH:16]2)[c:17]2[cH:18][cH:19][c:20]([CH:23]=[CH:24][C:25](=[O:26])[NH:35][S:32]([CH2:31][CH2:30][CH2:29][Cl:28])(=[O:33])=[O:34])[cH:21][cH:22]2)[cH:2][cH:3][cH:4][cH:5][cH:6]1. The reactants are C(C)OC(=O)C=1N(C(=C(C1C1=CC=C(C=C1)OS(=O)(=O)C(F)(F)F)C#N)CC)C (4-cyano-5-ethyl-1-methyl-3-(4-trifluoromethanesulfonyloxyphenyl)-1H-pyrrole-2-carboxylic acid ethyl ester), BrC=1C=CC=C2C=CNC12 (7-bromo-indole). Yields the product C(C)OC(=O)C=1N(C=C(C1C1=CC=C(C=C1)C=1C=CC=C2C=CNC12)C#N)C (3-(4-Indole-7-yl-phenyl)-4-cyano-1-methyl-1H-pyrrole-2-carboxylic acid ethyl ester). As a reaction SMILES: [CH2:1]([O:3][C:4]([C:6]1[N:7]([CH3:29])[C:8](CC)=[C:9]([C:25]#[N:26])[C:10]=1[C:11]1[CH:16]=[CH:15][C:14](OS(C(F)(F)F)(=O)=O)=[CH:13][CH:12]=1)=[O:5])[CH3:2].Br[C:31]1[CH:32]=[CH:33][CH:34]=[C:35]2[C:39]=1[NH:38][CH:37]=[CH:36]2>>[CH2:1]([O:3][C:4]([C:6]1[N:7]([CH3:29])[CH:8]=[C:9]([C:25]#[N:26])[C:10]=1[C:11]1[CH:12]=[CH:13][C:14]([C:31]2[CH:32]=[CH:33][CH:34]=[C:35]3[C:39]=2[NH:38][CH:37]=[CH:36]3)=[CH:15][CH:16]=1)=[O:5])[CH3:2]. Procedure details: Prepare the title compound in the manner analogous to the procedure set fourth in example E-222 using 4-cyano-5-ethyl-1-methyl-3-(4-trifluoromethanesulfonyloxyphenyl)-1H-pyrrole-2-carboxylic acid ethyl ester (prepared in example E-97a or 97b) and 7-bromo-indole. Purify the material by silica gel chromatography eluting with hexanes/ethyl acetate 4:1 to provide the title compound as a white solid. Mass spectrum (m/e): 398.25 (M*+1).